This data is from the Open Reaction Database (ORD), a public repository of structured organic reaction records. The task is: describe an organic reaction: reactants, conditions, products, and yield Starting materials: O=C([O-])[O-], CC1(C)OB(c2ccc(N)cc2)OC1(C)C, N#Cc1c(Cl)cncc1Cl, [Na+], [Na+], CN(C)C=O, O. The product is N#Cc1c(Cl)cncc1-c1ccc(N)cc1. As a reaction SMILES: [C:27](=[O:28])([O-:29])[O-:30].[CH3:11][C:12]1([CH3:13])[C:14]([CH3:15])([CH3:16])[O:17][B:18]([c:19]2[cH:20][cH:21][c:22]([NH2:25])[cH:23][cH:24]2)[O:26]1.[Cl:1][c:2]1[c:3]([C:4]#[N:5])[c:6]([Cl:10])[cH:7][n:8][cH:9]1.[Na+:31].[Na+:32].[O:33]=[CH:34][N:35]([CH3:36])[CH3:37].[OH2:38]>>[c:2]1(-[c:19]2[cH:20][cH:21][c:22]([NH2:25])[cH:23][cH:24]2)[c:3]([C:4]#[N:5])[c:6]([Cl:10])[cH:7][n:8][cH:9]1. As a reaction SMILES: [Si]([O:8][C@@H:9]1[C@@:37]2([CH3:38])[C:13](=[CH:14][CH:15]=[C:16]3[C@@H:36]2[CH2:35][CH2:34][C@@:33]2([CH3:39])[C@H:17]3[CH2:18][CH:19]=[C:20]2[C@@H:21]([S:23][CH2:24][CH2:25][CH2:26][C:27]([CH2:31][CH3:32])([OH:30])[CH2:28][CH3:29])[CH3:22])[CH2:12][C@@H:11]([OH:40])[CH2:10]1)(C(C)(C)C)(C)C.[F-].C([N+](CCCC)(CCCC)CCCC)CCC>O1CCCC1>[OH:8][C@@H:9]1[C@@:37]2([CH3:38])[C:13](=[CH:14][CH:15]=[C:16]3[C@@H:36]2[CH2:35][CH2:34][C@@:33]2([CH3:39])[C@H:17]3[CH2:18][CH:19]=[C:20]2[C@@H:21]([S:23][CH2:24][CH2:25][CH2:26][C:27]([CH2:31][CH3:32])([OH:30])[CH2:28][CH3:29])[CH3:22])[CH2:12][C@@H:11]([OH:40])[CH2:10]1 |f:1.2|. The solvent is O1CCCC1 (tetrahydrofuran), O1CCCC1 (tetrahydrofuran). Reported procedure: Under the same conditions as in Example 9, the crude 1α-(tert-butyldimethylsilyloxy)-3β-hydroxy-20(S)-(4-ethyl-4-hydroxyhexylthio)pregna-5,7,16-triene (71.4 mg) obtained in Example 8, tetrahydrofuran (2 ml) and 1M tetra-n-butyl-ammonium fluoride solution in tetrahydrofuran (2 ml) were reacted and worked up, and then the residue was purified by preparative thin layer chromatography (0.5 mm×2, dichloromethane:ethanol=7:1, developed once) to give the title compound as a colorless oil (45.8 mg, 67%,... Starting materials: [Si](C)(C)(C(C)(C)C)O[C@H]1C[C@@H](CC2=CC=C3[C@@H]4CC=C([C@H](C)SCCCC(CC)(O)CC)[C@]4(CC[C@@H]3[C@@]12C)C)O (1α-(tert-butyldimethylsilyloxy)-3β-hydroxy-20(S)-(4-ethyl-4-hydroxyhexylthio)pregna-5,7,16-triene), [F-].C(CCC)[N+](CCCC)(CCCC)CCCC (tetra-n-butyl-ammonium fluoride). Product: O[C@H]1C[C@@H](CC2=CC=C3[C@@H]4CC=C([C@H](C)SCCCC(CC)(O)CC)[C@]4(CC[C@@H]3[C@@]12C)C)O (1α,3β-dihydroxy-20(S)-(4-ethyl-4-hydroxyhexylthio)pregna-5,7,16-triene). Yield: 79.6%. Reaction SMILES: [CH3:1][C:2]([CH2:3][N:4]1[CH2:5][CH2:6][O:7][CH2:8][CH2:9]1)([CH3:10])[n:11]1[cH:12][n:13][c:14]([NH:16][C:17]([CH:18]([CH2:19][CH2:20][CH3:21])[NH2:22])=[O:23])[cH:15]1.[OH:24][CH:25]([C:26](=[O:27])[OH:28])[CH:29]([CH3:30])[CH3:31]>>[CH3:1][C:2]([CH2:3][N:4]1[CH2:5][CH2:6][O:7][CH2:8][CH2:9]1)([CH3:10])[n:11]1[cH:12][n:13][c:14]([NH:16][C:17]([CH:18]([CH2:19][CH2:20][CH3:21])[NH:22][C:26]([CH:25]([OH:24])[CH:29]([CH3:30])[CH3:31])=[O:27])=[O:23])[cH:15]1. The reactants are CCCC(N)C(=O)Nc1cn(C(C)(C)CN2CCOCC2)cn1, CC(C)C(O)C(=O)O. The product is CCCC(NC(=O)C(O)C(C)C)C(=O)Nc1cn(C(C)(C)CN2CCOCC2)cn1. The reactants are O=C([O-])[O-], ClCCl, CCO, CCCn1c(=O)cc2n(c1=O)CC(CCl)S2, [K+], [K+], O, Sc1ccccc1. The product is CCCn1c(=O)cc2n(c1=O)CC(CSc1ccccc1)S2. As a reaction SMILES: [C:24](=[O:25])([O-:26])[O-:27].[CH2:33]([Cl:34])[Cl:35].[CH3:30][CH2:31][OH:32].[Cl:1][CH2:2][CH:3]1[CH2:4][n:5]2[c:6](=[O:16])[n:7]([CH2:13][CH2:14][CH3:15])[c:8](=[O:12])[cH:9][c:10]2[S:11]1.[K+:28].[K+:29].[OH2:36].[SH:17][c:18]1[cH:19][cH:20][cH:21][cH:22][cH:23]1>>[CH2:2]([CH:3]1[CH2:4][n:5]2[c:6](=[O:16])[n:7]([CH2:13][CH2:14][CH3:15])[c:8](=[O:12])[cH:9][c:10]2[S:11]1)[S:17][c:18]1[cH:19][cH:20][cH:21][cH:22][cH:23]1. The reactants are ClCCCC(=O)NC=1C=C(C(=O)O)C=C(C1OC1=CC=CC=C1)S(N)(=O)=O (3-(γ-chlorobutyrylamino)-4-phenoxy-5-sulfamylbenzoic acid), C([O-])([O-])=O.[K+].[K+] (potassium carbonate), 283. Run in O1CCOCC1 (dioxane). Product: O=C1N(CCC1)C=1C=C(C(=O)O)C=C(C1OC1=CC=CC=C1)S(N)(=O)=O (3-(2-Oxo-1-pyrrolidinyl)-4-phenoxy-5-sulfamylbenzoic acid). RXN SMILES: Cl[CH2:2][CH2:3][CH2:4][C:5]([NH:7][C:8]1[CH:9]=[C:10]([CH:14]=[C:15]([S:24](=[O:27])(=[O:26])[NH2:25])[C:16]=1[O:17][C:18]1[CH:23]=[CH:22][CH:21]=[CH:20][CH:19]=1)[C:11]([OH:13])=[O:12])=[O:6].C(=O)([O-])[O-].[K+].[K+]>O1CCOCC1>[O:6]=[C:5]1[CH2:4][CH2:3][CH2:2][N:7]1[C:8]1[CH:9]=[C:10]([CH:14]=[C:15]([S:24](=[O:27])(=[O:26])[NH2:25])[C:16]=1[O:17][C:18]1[CH:23]=[CH:22][CH:21]=[CH:20][CH:19]=1)[C:11]([OH:13])=[O:12] |f:1.2.3|. Procedure details: The compound 3-(γ-chlorobutyrylamino)-4-phenoxy-5-sulfamylbenzoic acid (11.5 g) and anhydrous potassium carbonate (11.5 g) were slurried in dioxane (350 ml) and stirred under reflux overnight. The solvent was removed under reduced pressure and the residue taken up in a small volume of water. After acidification with 3N acqueous HC1, the product separated as a gum. Methylene chloride was added and the mixture stirred for 1 hour. The product 3-(2-oxo-1-pyrrolidinyl)-4-phenoxy-5-sulfamylbenzoic aci... Starting materials: ClCCl, COc1ccc(S(=O)(=O)Cl)cc1, [Cl-], O, c1ccc(-c2cc3ccccc3o2)cc1. Yields the product COc1ccc(S(=O)(=O)c2c(-c3ccccc3)oc3ccccc23)cc1. Reaction SMILES: [CH2:28]([Cl:29])[Cl:30].[CH3:16][O:17][c:18]1[cH:19][cH:20][c:21]([S:24](=[O:25])(=[O:26])[Cl:27])[cH:22][cH:23]1.[Cl-:31].[OH2:32].[c:1]1(-[c:7]2[o:8][c:9]3[c:10]([cH:11]2)[cH:12][cH:13][cH:14][cH:15]3)[cH:2][cH:3][cH:4][cH:5][cH:6]1>>[c:1]1(-[c:7]2[o:8][c:9]3[c:10]([c:11]2[S:24]([c:21]2[cH:20][cH:19][c:18]([O:17][CH3:16])[cH:23][cH:22]2)(=[O:25])=[O:26])[cH:12][cH:13][cH:14][cH:15]3)[cH:2][cH:3][cH:4][cH:5][cH:6]1.